This data is from the Open Reaction Database (ORD), a public repository of structured organic reaction records. The task is: describe an organic reaction: reactants, conditions, products, and yield The reactants are O=C1CCCc2c1[nH]c1ccc(Br)cc21, Nc1ccc(F)cc1. Product: Fc1ccc(NC2CCCc3c2[nH]c2ccc(Br)cc32)cc1. RXN SMILES: [Br:1][c:2]1[cH:3][c:4]2[c:5]3[c:10]([nH:11][c:12]2[cH:13][cH:14]1)[C:9](=[O:15])[CH2:8][CH2:7][CH2:6]3.[NH2:16][c:17]1[cH:18][cH:19][c:20]([F:21])[cH:22][cH:23]1>>[Br:1][c:2]1[cH:3][c:4]2[c:5]3[c:10]([nH:11][c:12]2[cH:13][cH:14]1)[CH:9]([NH:16][c:17]1[cH:18][cH:19][c:20]([F:21])[cH:22][cH:23]1)[CH2:8][CH2:7][CH2:6]3. The reactants are O=C1NC=2C(=CC=CC2C2=C1CCO2)OC(F)(F)F (4-Oxo-6-trifluoromethoxy-2,3,4,5-tetrahydrofuro[3,2-c]quinoline), C(C)C1=C(N)C=CC=C1 (2-ethylaniline). Solvent: C(COCCO)O (diethylene glycol), [Cl-].[Na+].O (brine). Conditions: temperature 250 celsius. Yields the product C(C)C1=C(C=CC=C1)N1CCC=2C(=NC=3C(=CC=CC3C21)OC(F)(F)F)NCCO (1-(2-ethylphenyl)-4-[(2-hydroxyethyl)amino]-6-trifluoromethoxy-2,3-dihydropyrrolo[3,2-c]quinoline). The yield is 94.7%. RXN SMILES: O=[C:2]1[C:11]2[CH2:12][CH2:13]O[C:10]=2[C:9]2[CH:8]=[CH:7][CH:6]=[C:5]([O:15][C:16]([F:19])([F:18])[F:17])[C:4]=2[NH:3]1.[CH2:20]([C:22]1[CH:28]=[CH:27][CH:26]=[CH:25][C:23]=1[NH2:24])[CH3:21]>C(O)COCCO.[Cl-].[Na+].O>[CH2:20]([C:22]1[CH:28]=[CH:27][CH:26]=[CH:25][C:23]=1[N:24]1[C:10]2[C:9]3[CH:8]=[CH:7][CH:6]=[C:5]([O:15][C:16]([F:19])([F:18])[F:17])[C:4]=3[N:3]=[C:2]([NH:3][CH2:4][CH2:5][OH:15])[C:11]=2[CH2:12][CH2:13]1)[CH3:21] |f:3.4.5|. Procedure details: 4-Oxo-6-trifluoromethoxy-2,3,4,5-tetrahydrofuro[3,2-c]quinoline(7.0 g, 25.8 mmol) was dissolved in diethylene glycol(30 ml) and 2-ethylaniline(6.7 g, 51 mmol) was added under nitrogen. The reaction mixture was refluxed at 250° C. for 15 hours. The reaction mixture was diluted in brine(20 ml), then the aqueous layer was extracted with dichloromethane(15 ml) for 3 times. The organic layer was washed with water(15 ml) for 3 times, dried over anhydrous magnesium sulfate, filtered and concentrated un... Starting materials: CC(=O)O, CC(C)C(C#N)(c1ccc(F)cc1)c1ccc(F)cc1, [NH4+], [OH-], O=S(=O)(O)O. Yields the product CC(C)C(C(N)=O)(c1ccc(F)cc1)c1ccc(F)cc1. As a reaction SMILES: [CH3:28][C:29](=[O:30])[OH:31].[F:1][c:2]1[cH:3][cH:4][c:5]([C:8]([C:9]#[N:10])([CH:11]([CH3:12])[CH3:13])[c:14]2[cH:15][cH:16][c:17]([F:20])[cH:18][cH:19]2)[cH:6][cH:7]1.[NH4+:26].[OH-:27].[S:21]([OH:22])(=[O:23])(=[O:24])[OH:25]>>[F:1][c:2]1[cH:3][cH:4][c:5]([C:8]([C:9]([NH2:10])=[O:22])([CH:11]([CH3:12])[CH3:13])[c:14]2[cH:15][cH:16][c:17]([F:20])[cH:18][cH:19]2)[cH:6][cH:7]1. Starting materials: COC(C1=C(N=C(C=C1C)C1=CC(=CC=C1)C(F)(F)F)OC)=O (2-methoxy-4-methyl-6-(3-trifluoromethyl-phenyl)-nicotinic acid methyl ester), ClC1=C(C=C(C(=N1)C(=O)N1CCC(CC1)N1CCCC1)C)C1=CC(=CC=C1)C(F)(F)F ([6-Chloro-3-methyl-5-(3-trifluoromethyl-phenyl)-pyridin-2-yl]-(4-pyrrolidin-1-yl-piperidin-1-yl)-methanone), N1=CN=CC(=C1)B(O)O (pyrimidine-5-yl-boronic acid). Yields the product CC=1C(=NC(=C(C1)C1=CC(=CC=C1)C(F)(F)F)C=1C=NC=NC1)C(=O)N1CCC(CC1)N1CCCC1 ([3-Methyl-6-pyrimidin-5-yl-5-(3-trifluoromethyl-phenyl)-pyridin-2-yl]-(4-pyrrolidin-1-yl-piperidin-1-yl)-methanone). RXN SMILES: COC(=O)C1C(C)=CC(C2C=CC=C(C(F)(F)F)C=2)=NC=1OC.Cl[C:25]1[N:30]=[C:29]([C:31]([N:33]2[CH2:38][CH2:37][CH:36]([N:39]3[CH2:43][CH2:42][CH2:41][CH2:40]3)[CH2:35][CH2:34]2)=[O:32])[C:28]([CH3:44])=[CH:27][C:26]=1[C:45]1[CH:50]=[CH:49][CH:48]=[C:47]([C:51]([F:54])([F:53])[F:52])[CH:46]=1.[N:55]1[CH:60]=[C:59](B(O)O)[CH:58]=[N:57][CH:56]=1>>[CH3:44][C:28]1[C:29]([C:31]([N:33]2[CH2:38][CH2:37][CH:36]([N:39]3[CH2:43][CH2:42][CH2:41][CH2:40]3)[CH2:35][CH2:34]2)=[O:32])=[N:30][C:25]([C:59]2[CH:60]=[N:55][CH:56]=[N:57][CH:58]=2)=[C:26]([C:45]2[CH:50]=[CH:49][CH:48]=[C:47]([C:51]([F:54])([F:53])[F:52])[CH:46]=2)[CH:27]=1. Reported procedure: In analogy to the procedure described for the preparation of intermediate 5C, [6-chloro-3-methyl-5-(3-trifluoromethyl-phenyl)-pyridin-2-yl]-(4-pyrrolidin-1-yl-piperidin-1-yl)-methanone (example 3) was reacted with pyrimidine-5-yl-boronic acid to give the title compound as off-white amorphous solid. MS: 496.2 (MH+).